From a dataset of the Open Reaction Database (ORD), a public repository of structured organic reaction records. describe an organic reaction: reactants, conditions, products, and yield The reactants are IC1=CC=C2C=C(NC2=C1)C(=O)OCC (ethyl 6-iodoindole-2-carboxylate), [H-].[Na+] (sodium hydride), O (water), ClCC#N (chloroacetonitrile). The solvent is CN(C)C=O (DMF), CN(C)C=O (DMF). Reaction conditions: temperature 0 celsius, time 45 minute. The product is C(#N)CN1C(=CC2=CC=C(C=C12)I)C(=O)OCC (Ethyl 1-(cyanomethyl)-6-iodoindole-2-carboxylate). The yield is 23.1%. As a reaction SMILES: [I:1][C:2]1[CH:10]=[C:9]2[C:5]([CH:6]=[C:7]([C:11]([O:13][CH2:14][CH3:15])=[O:12])[NH:8]2)=[CH:4][CH:3]=1.[H-].[Na+].Cl[CH2:19][C:20]#[N:21].O>CN(C=O)C>[C:20]([CH2:19][N:8]1[C:9]2[C:5](=[CH:4][CH:3]=[C:2]([I:1])[CH:10]=2)[CH:6]=[C:7]1[C:11]([O:13][CH2:14][CH3:15])=[O:12])#[N:21] |f:1.2|. Procedure: A solution of ethyl 6-iodoindole-2-carboxylate (7.0 g, 22 mmol) in DMF (25 mL) was added dropwise over 15 min to a stirred suspension of sodium hydride (60%, 1.36 g, 34 mmol) in DMF (50 mL) at 0° C. under Ar. The reaction was stirred at 0° C. for 45 min then chloroacetonitrile (2.85 mL, 45 mmol) was added in one portion. The reaction was then heated to 75° C. and stirred for one h. After allowing to cool to room temperature the mixture was poured into water (300 mL) and extracted with ethyl acet... Starting materials: OC1=CC=C(C=C1)C(C)(C)C1=CC=C(C=C1)O (2,2-bis-(4-hydroxyphenyl)-propane), CC(C)=C (isobutylene), [Si]([O-])([O-])([O-])[O-].[Al+3].[Si]([O-])([O-])([O-])[O-].[Si]([O-])([O-])([O-])[O-].[Al+3].[Al+3].[Al+3] (aluminum silicate). The product is OC=1C=C2C(CC(C2=CC1)(C)C)(C)C (5-hydroxy-1,1,3,3-tetramethyl indane). Reaction SMILES: OC1[CH:7]=[CH:6][C:5]([C:8]([C:11]2[CH:16]=[CH:15][C:14]([OH:17])=[CH:13][CH:12]=2)([CH3:10])[CH3:9])=CC=1.[CH3:18]C(=C)C.[Si]([O-])([O-])([O-])[O-].[Al+3].[Si]([O-])([O-])([O-])[O-].[Si]([O-])([O-])([O-])[O-].[Al+3].[Al+3].[Al+3]>>[OH:17][C:14]1[CH:15]=[C:16]2[C:11](=[CH:12][CH:13]=1)[C:8]([CH3:9])([CH3:10])[CH2:5][C:6]2([CH3:7])[CH3:18] |f:2.3.4.5.6.7.8|. Procedure details: 114 g (0.5 mol) of 2,2-bis-(4-hydroxyphenyl)-propane, 90 g (1.6 mol) of isobutylene and 25 g of an aluminum silicate are stirred in an autoclave for 6 hours at around 300° C. under the naturally prevailing pressure. The catalyst is then filtered of while still hot. 41.8 g (44% of the theoretical) of 5-hydroxy-1,1,3,3-tetramethyl indane are isolated by fractional distillation in vacuo from the 170.9 g of reaction mixture. Solvent: C(C)O (ethanol). Yields the product C(C1=CC=CC=C1)(C1=CC=CC=C1)[C@@H]1OC[C@@H]([C@H](C1)O)NCCC1=CC=C(C=C1)F ((2R, 4S, 5S)-2-benzhydryl-5-[2-(4-fluorophenyl)-ethylamino]-tetrahydropyran-4-ol). The reactants are C(C1=CC=CC=C1)(C1=CC=CC=C1)[C@@H]1OC[C@H]2O[C@H]2C1 ((1R, 4R, 6S)-4-benzhydryl-3,7-dioxa-bicyclo[4.1.0]-heptane), FC1=CC=C(C=C1)CCN (2-(4-fluorophenyl)-ethylamine). As a reaction SMILES: [CH:1]([C@H:14]1[CH2:20][C@H:19]2[C@H:17]([O:18]2)[CH2:16][O:15]1)([C:8]1[CH:13]=[CH:12][CH:11]=[CH:10][CH:9]=1)[C:2]1[CH:7]=[CH:6][CH:5]=[CH:4][CH:3]=1.[F:21][C:22]1[CH:27]=[CH:26][C:25]([CH2:28][CH2:29][NH2:30])=[CH:24][CH:23]=1>C(O)C>[CH:1]([C@H:14]1[CH2:20][C@H:19]([OH:18])[C@@H:17]([NH:30][CH2:29][CH2:28][C:25]2[CH:26]=[CH:27][C:22]([F:21])=[CH:23][CH:24]=2)[CH2:16][O:15]1)([C:8]1[CH:9]=[CH:10][CH:11]=[CH:12][CH:13]=1)[C:2]1[CH:3]=[CH:4][CH:5]=[CH:6][CH:7]=1. Procedure details: (1R, 4R, 6S)-4-benzhydryl-3,7-dioxa-bicyclo[4.1.0]-heptane 28c (0.02 g, 0.075 mmol) was reacted with 2-(4-fluorophenyl)-ethylamine (0.21 g, 1.50 mmol) in ethanol (Procedure E) to yield (2R, 4S, 5S)-2-benzhydryl-5-[2-(4-fluorophenyl)-ethylamino]-tetrahydropyran-4-ol, (+)-29c, 0.030g (98%, [α]D=(+)63.4, c=1, MeOH). Reactants: CCOC(=O)C1(N)Cc2ccccc2C1, CCN(C(C)C)C(C)C, O=S(=O)(Cl)c1cc(Cl)cc(Cl)c1O, ClCCl. The product is CCOC(=O)C1(NS(=O)(=O)c2cc(Cl)cc(Cl)c2O)Cc2ccccc2C1. RXN SMILES: [CH2:1]([CH3:2])[O:3][C:4](=[O:5])[C:6]1([NH2:15])[CH2:7][c:8]2[cH:9][cH:10][cH:11][cH:12][c:13]2[CH2:14]1.[CH:29]([N:30]([CH2:31][CH3:32])[CH:33]([CH3:34])[CH3:35])([CH3:36])[CH3:37].[Cl:16][c:17]1[c:18]([OH:28])[c:19]([S:24](=[O:25])(=[O:26])[Cl:27])[cH:20][c:21]([Cl:23])[cH:22]1.[Cl:38][CH2:39][Cl:40]>>[CH2:1]([CH3:2])[O:3][C:4](=[O:5])[C:6]1([NH:15][S:24]([c:19]2[c:18]([OH:28])[c:17]([Cl:16])[cH:22][c:21]([Cl:23])[cH:20]2)(=[O:25])=[O:26])[CH2:7][c:8]2[cH:9][cH:10][cH:11][cH:12][c:13]2[CH2:14]1. Reactants: Cc1ccc(S(=O)(=O)Cl)cc1, N#CC1(c2cccc(C(=O)Nc3cccc(Oc4ccc(N)nc4)c3)c2)CC1, O, c1ccncc1. Yields the product Cc1ccc(S(=O)(=O)Nc2ccc(Oc3cccc(NC(=O)c4cccc(C5(C#N)CC5)c4)c3)cn2)cc1. Reaction SMILES: [CH3:29][c:30]1[cH:31][cH:32][c:33]([S:36](=[O:37])(=[O:38])[Cl:39])[cH:34][cH:35]1.[NH2:1][c:2]1[cH:3][cH:4][c:5]([O:8][c:9]2[cH:10][c:11]([NH:15][C:16]([c:17]3[cH:18][c:19]([C:23]4([C:26]#[N:27])[CH2:24][CH2:25]4)[cH:20][cH:21][cH:22]3)=[O:28])[cH:12][cH:13][cH:14]2)[cH:6][n:7]1.[OH2:40].[cH:41]1[cH:42][cH:43][n:44][cH:45][cH:46]1>>[NH:1]([c:2]1[cH:3][cH:4][c:5]([O:8][c:9]2[cH:10][c:11]([NH:15][C:16]([c:17]3[cH:18][c:19]([C:23]4([C:26]#[N:27])[CH2:24][CH2:25]4)[cH:20][cH:21][cH:22]3)=[O:28])[cH:12][cH:13][cH:14]2)[cH:6][n:7]1)[S:36]([c:33]1[cH:32][cH:31][c:30]([CH3:29])[cH:35][cH:34]1)(=[O:37])=[O:38]. The reactants are COC(CBr)OC, OCc1c(O)cc(Br)cc1F, C1CCOC1, O=S(=O)(O)O. Yields the product Fc1cc(Br)cc2c1COC(CBr)O2. As a reaction SMILES: [Br:12][CH2:13][CH:14]([O:15][CH3:16])[O:17][CH3:18].[Br:1][c:2]1[cH:3][c:4]([F:11])[c:5]([CH2:9][OH:10])[c:6]([OH:8])[cH:7]1.[CH2:24]1[O:25][CH2:26][CH2:27][CH2:28]1.[S:19](=[O:20])(=[O:21])([OH:22])[OH:23]>>[Br:1][c:2]1[cH:3][c:4]([F:11])[c:5]2[c:6]([cH:7]1)[O:8][CH:14]([CH2:13][Br:12])[O:10][CH2:9]2. Reactants: [BH-](OC(=O)C)(OC(=O)C)OC(=O)C.[Na+] (Na(OAc)3BH), CN1CCNCC1 (N-methylpiperazine), C(=O)C1=CC=C(S1)C=1C=C(C=CC1)C=1C=NC=C(C#N)C1NC=1C=C2C=CNC2=CC1 (5-[3-(5-formyl-2-thienyl)phenyl]-4-(1H-indol-5-ylamino)nicotinonitrile). The solvent is C(Cl)Cl (CH2Cl2), CN1CCCC1=O (NMP). Conditions: time 8 hour. The product is N1C=CC2=CC(=CC=C12)NC1=C(C=NC=C1C#N)C1=CC(=CC=C1)C=1SC(=CC1)CN1CCN(CC1)C (4-(1H-indol-5-ylamino)-5-(3-{5-[(4-methyl piperazin-1-yl)methyl]-2-thienyl}phenyl)nicotinonitrile). The yield is 52.5%. Reaction SMILES: [CH:1]([C:3]1[S:7][C:6]([C:8]2[CH:9]=[C:10]([C:14]3[CH:15]=[N:16][CH:17]=[C:18]([C:21]=3[NH:22][C:23]3[CH:24]=[C:25]4[C:29](=[CH:30][CH:31]=3)[NH:28][CH:27]=[CH:26]4)[C:19]#[N:20])[CH:11]=[CH:12][CH:13]=2)=[CH:5][CH:4]=1)=O.[BH-](OC(C)=O)(OC(C)=O)OC(C)=O.[Na+].[CH3:46][N:47]1[CH2:52][CH2:51][NH:50][CH2:49][CH2:48]1>C(Cl)Cl.CN1C(=O)CCC1>[NH:28]1[C:29]2[C:25](=[CH:24][C:23]([NH:22][C:21]3[C:18]([C:19]#[N:20])=[CH:17][N:16]=[CH:15][C:14]=3[C:10]3[CH:11]=[CH:12][CH:13]=[C:8]([C:6]4[S:7][C:3]([CH2:1][N:50]5[CH2:51][CH2:52][N:47]([CH3:46])[CH2:48][CH2:49]5)=[CH:4][CH:5]=4)[CH:9]=3)=[CH:31][CH:30]=2)[CH:26]=[CH:27]1 |f:1.2|. Procedure: To 5-[3-(5-formyl-2-thienyl)phenyl]-4-(1H-indol-5-ylamino)nicotinonitrile 150 (100 mg, 0.238 mmol) in CH2Cl2 (5 mL) and NMP (0.5 mL), cooled with ice-water bath, was added Na(OAc)3BH (264 mg, 1.2 mmol) and N-methylpiperazine (133 μL, 1.2 mmol). The resulting mixture was stirred at r.t. overnight and partitioned between CH2Cl2 and aq. NaHCO3. The combined organics were dried over Na2SO4, concentrated and purified by preparative TLC eluting with 10% MeOH/CH2Cl2 to give 63 mg (53% yield) of the tit...